This data is from the Open Reaction Database (ORD), a public repository of structured organic reaction records. The task is: describe an organic reaction: reactants, conditions, products, and yield Product: COc1ccc(CNc2ncc(-c3ccc4[nH]nc(C)c4c3)o2)cc1. Reaction SMILES: [CH3:17][O:18][c:19]1[cH:20][cH:21][c:22]([CH2:25][NH2:26])[cH:23][cH:24]1.[CH3:27][N:28]1[CH2:29][CH2:30][CH2:31][C:32]1=[O:33].[I:1][c:2]1[o:3][c:4](-[c:7]2[cH:8][c:9]3[c:10]([CH3:16])[n:11][nH:12][c:13]3[cH:14][cH:15]2)[cH:5][n:6]1>>[c:2]1([NH:26][CH2:25][c:22]2[cH:21][cH:20][c:19]([O:18][CH3:17])[cH:24][cH:23]2)[o:3][c:4](-[c:7]2[cH:8][c:9]3[c:10]([CH3:16])[n:11][nH:12][c:13]3[cH:14][cH:15]2)[cH:5][n:6]1. The reactants are COc1ccc(CN)cc1, CN1CCCC1=O, Cc1n[nH]c2ccc(-c3cnc(I)o3)cc12. Reactants: FC=1C=C(N2C1C1(CCN(CC1)C(=O)OC(C)(C)C)N(CC2)C)C(F)(F)F (tert-butyl 8-fluoro-2-methyl-6-(trifluoromethyl)spiro[3,4-dihydropyrrolo[1,2-a]pyrazine-1,4′-piperidine]-1′-carboxylate), Cl (HCl). Solvent: C(Cl)Cl (CH2Cl2), O1CCOCC1 (1,4-dioxane). Reaction conditions: time 1 hour. Product: Cl.Cl.FC=1C=C(N2C1C1(CCNCC1)N(CC2)C)C(F)(F)F (8-fluoro-2-methyl-6-(trifluoromethyl)spiro[3,4-dihydropyrrolo[1,2-a]pyrazine-1,4′-piperidine]dihydrochloride). Isolated yield 99.5%. As a reaction SMILES: [F:1][C:2]1[CH:3]=[C:4]([C:24]([F:27])([F:26])[F:25])[N:5]2[CH2:22][CH2:21][N:20]([CH3:23])[C:7]3([CH2:12][CH2:11][N:10](C(OC(C)(C)C)=O)[CH2:9][CH2:8]3)[C:6]=12.[ClH:28]>C(Cl)Cl.O1CCOCC1>[ClH:28].[ClH:28].[F:1][C:2]1[CH:3]=[C:4]([C:24]([F:26])([F:25])[F:27])[N:5]2[CH2:22][CH2:21][N:20]([CH3:23])[C:7]3([CH2:8][CH2:9][NH:10][CH2:11][CH2:12]3)[C:6]=12 |f:4.5.6|. Procedure details: To tert-butyl 8-fluoro-2-methyl-6-(trifluoromethyl)spiro[3,4-dihydropyrrolo[1,2-a]pyrazine-1,4′-piperidine]-1′-carboxylate (310 mg, 0.80 mmol) in CH2Cl2 (2 mL) was added a solution of HCl (2.0 mL of 4 M, 8.0 mmol) in 1,4-dioxane. The reaction mixture was allowed to stir at room temperature for 1 hour. The volatiles were removed under reduced pressure providing 8-fluoro-2-methyl-6-(trifluoromethyl)spiro[3,4-dihydropyrrolo[1,2-a]pyrazine-1,4′-piperidine]dihydrochloride (290 mg, 99%) as a pink soli... Reactants: [H-].[Na+] (NaH), [B-](F)(F)(F)F.[B-](F)(F)(F)F.C1C[N+]2(CC[N+]1(CC2)CCl)F (Selectfluor), O=C1C(CCN(CC1)C(=O)OC(C)(C)C)C(=O)OCC (1-tert-butyl 4-ethyl 5-oxoazepane-1,4-dicarboxylate). Solvent: CN(C)C=O (DMF), C1CCOC1 (THF), C1CCOC1 (THF), CN(C)C=O (DMF). Conditions: temperature 0 celsius, time 30 minute. Yields the product FC1(CCN(CCC1=O)C(=O)OC(C)(C)C)C(=O)OCC (1-tert-butyl 4-ethyl 4-fluoro-5-oxoazepane-1,4-dicarboxylate). Isolated yield 74.1%. As a reaction SMILES: [H-].[Na+].[O:3]=[C:4]1[CH2:10][CH2:9][N:8]([C:11]([O:13][C:14]([CH3:17])([CH3:16])[CH3:15])=[O:12])[CH2:7][CH2:6][CH:5]1[C:18]([O:20][CH2:21][CH3:22])=[O:19].[B-](F)(F)(F)[F:24].[B-](F)(F)(F)F.C1[N+]2(CCl)CC[N+](F)(CC2)C1>C1COCC1.CN(C=O)C>[F:24][C:5]1([C:18]([O:20][CH2:21][CH3:22])=[O:19])[C:4](=[O:3])[CH2:10][CH2:9][N:8]([C:11]([O:13][C:14]([CH3:17])([CH3:16])[CH3:15])=[O:12])[CH2:7][CH2:6]1 |f:0.1,3.4.5|. Reported procedure: NaH (2.66 g, 105 mmol) was suspended in THF (300 mL) and cooled to 0° C., and 1-tert-butyl 4-ethyl 5-oxoazepane-1,4-dicarboxylate (30 g, 105 mmol) was added as THF solution (550 mL) using an addition funnel over 30 minutes. The mixture was stirred for 30 minutes and then diluted with DMF (200 mL). Selectfluor (41.0 g, 116 mmol) was added as a DMF solution (200 mL). The mixture was warmed to ambient temperature and stirred for 2 hours. The mixture was then concentrated to remove THF and diluted w... Reactants: FC(C=1C=C(C=C(C1)C(F)(F)F)C(=O)N1C[C@H]([C@H](CC1)N1CCNCC1)C1=CC=CC=C1)(F)F (rac-cis-(3,5-bis-trifluoromethyl-phenyl)-(3-phenyl-4-piperazin-1-yl-piperidin-1-yl)-methanone), C1(CC1)C(=O)Cl (cyclopropane carboxylic acid chloride). The product is FC(C=1C=C(C=C(C1)C(F)(F)F)C(=O)N1C[C@H]([C@H](CC1)N1CCN(CC1)C(=O)C1CC1)C1=CC=CC=C1)(F)F (Rac-cis-(3,5-Bis-trifluoromethyl-phenyl)-[4-(4-cyclopropanecarbonyl-piperazin-1-yl)-3-phenyl-piperidin-1-yl]-methanone). As a reaction SMILES: [F:1][C:2]([F:34])([F:33])[C:3]1[CH:4]=[C:5]([C:13]([N:15]2[CH2:20][CH2:19][C@H:18]([N:21]3[CH2:26][CH2:25][NH:24][CH2:23][CH2:22]3)[C@H:17]([C:27]3[CH:32]=[CH:31][CH:30]=[CH:29][CH:28]=3)[CH2:16]2)=[O:14])[CH:6]=[C:7]([C:9]([F:12])([F:11])[F:10])[CH:8]=1.[CH:35]1([C:38](Cl)=[O:39])[CH2:37][CH2:36]1>>[F:34][C:2]([F:33])([F:1])[C:3]1[CH:4]=[C:5]([C:13]([N:15]2[CH2:20][CH2:19][C@H:18]([N:21]3[CH2:26][CH2:25][N:24]([C:38]([CH:35]4[CH2:37][CH2:36]4)=[O:39])[CH2:23][CH2:22]3)[C@H:17]([C:27]3[CH:32]=[CH:31][CH:30]=[CH:29][CH:28]=3)[CH2:16]2)=[O:14])[CH:6]=[C:7]([C:9]([F:10])([F:11])[F:12])[CH:8]=1. Procedure: The title compound, MS: m/e=554.2 (M+H+), was prepared in accordance with the general method of example 38 from rac-cis-(3,5-bis-trifluoromethyl-phenyl)-(3-phenyl-4-piperazin-1-yl-piperidin-1-yl)-methanone and cyclopropane carboxylic acid chloride. Reactants: CC1([C@@H]([C@@H]1C#CC(=O)OC(C=C)(C)C)C(=O)O[C@@H](C1=CC(=CC=C1)OC1=CC=CC=C1)C#N)C ((S)α-cyano-3-phenoxy-benzyl(1R,cis)2,2-dimethyl-3-[2-(1,1-dimethylallyloxycarbonyl)-ethynyl]-cyclopropane-carboxylate). Solvent: C1=CC=CC=C1 (benzene). Yields the product CC1([C@@H]([C@@H]1\C=C/C(=O)OC(C=C)(C)C)C(=O)O[C@@H](C1=CC(=CC=C1)OC1=CC=CC=C1)C#N)C ((S)α-cyano-3-phenoxy-benzyl(1R,cis)2,2-dimethyl-3-[Z-2-(1,1-dimethylallyloxycarbonyl)-ethenyl]-cyclopropane-carboxylate). Isolated yield 81.9%. As a reaction SMILES: [CH3:1][C:2]1([CH3:34])[C@@H:4]([C:5]#[C:6][C:7]([O:9][C:10]([CH3:14])([CH3:13])[CH:11]=[CH2:12])=[O:8])[C@H:3]1[C:15]([O:17][C@H:18]([C:32]#[N:33])[C:19]1[CH:24]=[CH:23][CH:22]=[C:21]([O:25][C:26]2[CH:31]=[CH:30][CH:29]=[CH:28][CH:27]=2)[CH:20]=1)=[O:16]>C1C=CC=CC=1>[CH3:1][C:2]1([CH3:34])[C@@H:4](/[CH:5]=[CH:6]\[C:7]([O:9][C:10]([CH3:13])([CH3:14])[CH:11]=[CH2:12])=[O:8])[C@H:3]1[C:15]([O:17][C@H:18]([C:32]#[N:33])[C:19]1[CH:24]=[CH:23][CH:22]=[C:21]([O:25][C:26]2[CH:31]=[CH:30][CH:29]=[CH:28][CH:27]=2)[CH:20]=1)=[O:16]. Procedure details: Using the procedure of Step B of Example 15, 450 mg of the product of Step A were reacted to obtain 370 mg of (S)α-cyano-3-phenoxy-benzyl(1R,cis)2,2-dimethyl-3-[Z-2-(1,1-dimethylallyloxycarbonyl)-ethenyl]-cyclopropane-carboxylate with a specific rotation of [α]D20 =+40° (c=0.5% in benzene). Reactants: Cl (hydrochloric acid), [H-].[Na+] (sodium hydride), C(C)(=O)C1=C(C(=C(OCCCOC=2C=C(C=CC2)[N+](=O)[O-])C=C1)CCC(F)(F)F)O (3-{3-[4-acetyl-3-hydroxy-2-(3,3,3-trifluoropropyl)-phenoxy]-propoxy}-nitrobenzene), CI (methyl iodide). The solvent is CN(C=O)C (dimethylformamide). Product: C(C)(=O)C1=C(C(=C(OCCCOC=2C=C(C=CC2)[N+](=O)[O-])C=C1)CCC(F)(F)F)OC (3-{3-[4-acetyl-3-methoxy-2-(3,3,3-trifluoropropyl)-phenoxy]-propoxy}-nitrobenzene). As a reaction SMILES: [H-].[Na+].[C:3]([C:6]1[CH:25]=[CH:24][C:9]([O:10][CH2:11][CH2:12][CH2:13][O:14][C:15]2[CH:16]=[C:17]([N+:21]([O-:23])=[O:22])[CH:18]=[CH:19][CH:20]=2)=[C:8]([CH2:26][CH2:27][C:28]([F:31])([F:30])[F:29])[C:7]=1[OH:32])(=[O:5])[CH3:4].[CH3:33]I.Cl>CN(C)C=O>[C:3]([C:6]1[CH:25]=[CH:24][C:9]([O:10][CH2:11][CH2:12][CH2:13][O:14][C:15]2[CH:16]=[C:17]([N+:21]([O-:23])=[O:22])[CH:18]=[CH:19][CH:20]=2)=[C:8]([CH2:26][CH2:27][C:28]([F:29])([F:31])[F:30])[C:7]=1[O:32][CH3:33])(=[O:5])[CH3:4] |f:0.1|. Reported procedure: 5,530 mg of sodium hydride are added to a solution of 7.46 g of 3-{3-[4-acetyl-3-hydroxy-2-(3,3,3-trifluoropropyl)-phenoxy]-propoxy}-nitrobenzene in 75 ml of dimethylformamide and the reaction mixture is warmed to 40°. 5.7 g of methyl iodide are added dropwise in the course of 15 minutes. Thereafter, the reaction mixture is kept at 40° C. for a further hour. After cooling, it is poured onto dilute hydrochloric acid and extracted with methylene chloride and the extract is evaporated. Recrystallis... Reactants: [O-]BOc1ccccn1, CCOC(C)=O, [Cu]I, COc1cc(F)c(C#N)c(I)c1OC, [Na+], [Na+], O=C([O-])[O-], C1COCCO1, O, [Pd], c1ccc(P(c2ccccc2)c2ccccc2)cc1, c1ccc(P(c2ccccc2)c2ccccc2)cc1, c1ccc(P(c2ccccc2)c2ccccc2)cc1, c1ccc(P(c2ccccc2)c2ccccc2)cc1, c1ccc(P(c2ccccc2)c2ccccc2)cc1. Product: COc1cc(F)c(C#N)c(-c2ccccn2)c1OC. As a reaction SMILES: [BH:15]([O-:16])[O:23][c:17]1[n:18][cH:19][cH:20][cH:21][cH:22]1.[CH3:128][CH2:129][O:130][C:131](=[O:132])[CH3:133].[Cu:126][I:127].[F:1][c:2]1[cH:3][c:4]([O:13][CH3:14])[c:5]([O:11][CH3:12])[c:6]([I:10])[c:7]1[C:8]#[N:9].[Na+:24].[Na+:25].[O-:26][C:27](=[O:28])[O-:29].[O:135]1[CH2:136][CH2:137][O:138][CH2:139][CH2:140]1.[OH2:134].[Pd:49].[c:107]1([P:108]([c:109]2[cH:110][cH:111][cH:112][cH:113][cH:114]2)[c:115]2[cH:116][cH:117][cH:118][cH:119][cH:120]2)[cH:121][cH:122][cH:123][cH:124][cH:125]1.[c:30]1([P:31]([c:32]2[cH:33][cH:34][cH:35][cH:36][cH:37]2)[c:38]2[cH:39][cH:40][cH:41][cH:42][cH:43]2)[cH:44][cH:45][cH:46][cH:47][cH:48]1.[c:50]1([P:51]([c:52]2[cH:53][cH:54][cH:55][cH:56][cH:57]2)[c:58]2[cH:59][cH:60][cH:61][cH:62][cH:63]2)[cH:64][cH:65][cH:66][cH:67][cH:68]1.[c:69]1([P:70]([c:71]2[cH:72][cH:73][cH:74][cH:75][cH:76]2)[c:77]2[cH:78][cH:79][cH:80][cH:81][cH:82]2)[cH:83][cH:84][cH:85][cH:86][cH:87]1.[c:88]1([P:89]([c:90]2[cH:91][cH:92][cH:93][cH:94][cH:95]2)[c:96]2[cH:97][cH:98][cH:99][cH:100][cH:101]2)[cH:102][cH:103][cH:104][cH:105][cH:106]1>>[F:1][c:2]1[cH:3][c:4]([O:13][CH3:14])[c:5]([O:11][CH3:12])[c:6](-[c:17]2[n:18][cH:19][cH:20][cH:21][cH:22]2)[c:7]1[C:8]#[N:9].